describe an organic reaction: reactants, conditions, products, and yield From a dataset of the Open Reaction Database (ORD), a public repository of structured organic reaction records. The reactants are F[B-](F)(F)F, CC(=O)C1=C(C)Nc2cc[nH]c(=O)c2C1c1ccc(C#N)cc1C, CC[O+](CC)CC, CO, ClCCl, O. The product is CCOc1nccc2c1C(c1ccc(C#N)cc1C)C(C(C)=O)=C(C)N2. As a reaction SMILES: [B-:28]([F:29])([F:30])([F:31])[F:32].[C:1]([CH3:2])(=[O:3])[C:4]1=[C:5]([CH3:24])[NH:6][c:7]2[cH:8][cH:9][nH:10][c:11](=[O:23])[c:12]2[CH:13]1[c:14]1[c:15]([CH3:22])[cH:16][c:17]([C:18]#[N:19])[cH:20][cH:21]1.[CH2:33]([CH3:34])[O+:35]([CH2:36][CH3:37])[CH2:38][CH3:39].[CH3:40][OH:41].[Cl:25][CH2:26][Cl:27].[OH2:42]>>[C:1]([CH3:2])(=[O:3])[C:4]1=[C:5]([CH3:24])[NH:6][c:7]2[cH:8][cH:9][n:10][c:11]([O:23][CH2:33][CH3:34])[c:12]2[CH:13]1[c:14]1[c:15]([CH3:22])[cH:16][c:17]([C:18]#[N:19])[cH:20][cH:21]1. The reactants are O=C1CCC(=O)N1Br, O=C(OOC(=O)c1ccccc1)c1ccccc1, ClC(Cl)(Cl)Cl, CC(=O)c1cccc(C)c1. Product: CC(=O)c1cccc(CBr)c1. RXN SMILES: [Br:11][N:12]1[C:13](=[O:14])[CH2:15][CH2:16][C:17]1=[O:18].[C:19]([O:20][O:21][C:22](=[O:23])[c:24]1[cH:25][cH:26][cH:27][cH:28][cH:29]1)(=[O:30])[c:31]1[cH:32][cH:33][cH:34][cH:35][cH:36]1.[C:37]([Cl:38])([Cl:39])([Cl:40])[Cl:41].[CH3:1][c:2]1[cH:3][c:4]([C:8]([CH3:9])=[O:10])[cH:5][cH:6][cH:7]1>>[CH2:1]([c:2]1[cH:3][c:4]([C:8]([CH3:9])=[O:10])[cH:5][cH:6][cH:7]1)[Br:11]. The product is CCOc1cccc(F)c1. RXN SMILES: [CH2:9]([CH3:10])[I:11].[CH3:18][C:19](=[O:20])[CH3:21].[F:1][c:2]1[cH:3][c:4]([OH:8])[cH:5][cH:6][cH:7]1.[K+:12].[K+:13].[O-:14][C:15]([O-:16])=[O:17]>>[F:1][c:2]1[cH:3][c:4]([O:8][CH2:9][CH3:10])[cH:5][cH:6][cH:7]1. Starting materials: CCI, CC(C)=O, Oc1cccc(F)c1, [K+], [K+], O=C([O-])[O-]. Reactants: CC(=O)OC(C)=O, Cl, O, Cc1c(C)c2c(c(C)c1O)C(C(=O)O)C(C)(C)O2, c1ccncc1. Yields the product CC(=O)Oc1c(C)c(C)c2c(c1C)C(C(=O)O)C(C)(C)O2. As a reaction SMILES: [CH3:19][C:20](=[O:21])[O:22][C:23](=[O:24])[CH3:25].[ClH:27].[OH2:26].[OH:1][c:2]1[c:3]([CH3:18])[c:4]([CH3:17])[c:5]2[c:6]([c:15]1[CH3:16])[CH:7]([C:12](=[O:13])[OH:14])[C:8]([CH3:10])([CH3:11])[O:9]2.[cH:28]1[cH:29][cH:30][n:31][cH:32][cH:33]1>>[O:1]([c:2]1[c:3]([CH3:18])[c:4]([CH3:17])[c:5]2[c:6]([c:15]1[CH3:16])[CH:7]([C:12](=[O:13])[OH:14])[C:8]([CH3:10])([CH3:11])[O:9]2)[C:20]([CH3:19])=[O:21]. The reactants are C1CCOC1, COS(=O)(=O)OC, CCOCC, [Li+], [OH-], O, Cc1ccc(C#N)c(O)c1. The product is COc1cc(C)ccc1C#N. As a reaction SMILES: [CH2:21]1[O:22][CH2:23][CH2:24][CH2:25]1.[CH3:14][O:15][S:16]([O:17][CH3:18])(=[O:19])=[O:20].[CH3:26][CH2:27][O:28][CH2:29][CH3:30].[Li+:13].[OH-:12].[OH2:11].[OH:1][c:2]1[c:3]([C:4]#[N:5])[cH:6][cH:7][c:8]([CH3:10])[cH:9]1>>[O:1]([c:2]1[c:3]([C:4]#[N:5])[cH:6][cH:7][c:8]([CH3:10])[cH:9]1)[CH3:14].